From a dataset of the Open Reaction Database (ORD), a public repository of structured organic reaction records. describe an organic reaction: reactants, conditions, products, and yield Reactants: O=C([O-])[O-], Clc1ccnc(Cl)n1, [K+], [K+], CN(C)C=O, N=C(N)Nc1ccc(-c2cccc(O)c2)cc1. Yields the product N=C(N)Nc1ccc(-c2cccc(Oc3ccnc(Cl)n3)c2)cc1. As a reaction SMILES: [C:26](=[O:27])([O-:28])[O-:29].[Cl:18][c:19]1[n:20][cH:21][cH:22][c:23]([Cl:25])[n:24]1.[K+:30].[K+:31].[O:32]=[CH:33][N:34]([CH3:35])[CH3:36].[OH:1][c:2]1[cH:3][c:4](-[c:8]2[cH:9][cH:10][c:11]([NH:14][C:15](=[NH:16])[NH2:17])[cH:12][cH:13]2)[cH:5][cH:6][cH:7]1>>[O:1]([c:2]1[cH:3][c:4](-[c:8]2[cH:9][cH:10][c:11]([NH:14][C:15](=[NH:16])[NH2:17])[cH:12][cH:13]2)[cH:5][cH:6][cH:7]1)[c:23]1[cH:22][cH:21][n:20][c:19]([Cl:18])[n:24]1. Starting materials: CC(C)(C)[Si](C)(C)OCc1cc(C(F)(F)F)ccc1C1(O)CCCCC1, [H-], CI, [Na+], C1CCOC1. The product is COC1(c2ccc(C(F)(F)F)cc2CO[Si](C)(C)C(C)(C)C)CCCCC1. As a reaction SMILES: [C:1]([CH3:2])([CH3:3])([CH3:4])[Si:5]([O:6][CH2:7][c:8]1[c:9]([C:18]2([OH:24])[CH2:19][CH2:20][CH2:21][CH2:22][CH2:23]2)[cH:10][cH:11][c:12]([C:14]([F:15])([F:16])[F:17])[cH:13]1)([CH3:25])[CH3:26].[H-:27].[I:29][CH3:30].[Na+:28].[O:31]1[CH2:32][CH2:33][CH2:34][CH2:35]1>>[C:1]([CH3:2])([CH3:3])([CH3:4])[Si:5]([O:6][CH2:7][c:8]1[c:9]([C:18]2([O:24][CH3:30])[CH2:19][CH2:20][CH2:21][CH2:22][CH2:23]2)[cH:10][cH:11][c:12]([C:14]([F:15])([F:16])[F:17])[cH:13]1)([CH3:25])[CH3:26]. The reactants are BrC=1C=C(C2=C(C=C(S(O2)(=O)=O)C)C1)S(=O)(=O)N (6-bromo-2,2-dioxo-3-methyl-1,2-benzoxathiin-8-ylsulfonamide), N12CCCCCC2=NCCC1 (1,8-diazabicyclo[5.4.0]undec-7-ene), COC1=NC(=NC(=N1)C)N(C([O-])=O)C1=CC=CC=C1 (N-(4-methoxy-6-methyl-1,3,5-triazin-2-yl)phenylcarbamate). Run in O1CCOCC1 (dioxan). Run at time 2 hour. Yields the product BrC=1C=C(C2=C(C=C(S(O2)(=O)=O)C)C1)S(=O)(=O)NC(=O)NC1=NC(=NC(=N1)OC)C (N-(6-bromo-2,2-dioxo-3-methyl-1,2-benzoxathiin-8ylsulfonyl)-N'-(4-methoxy-6-methyl-1,3,5-triazin-2-yl)urea). Isolated yield 93.1%. As a reaction SMILES: [Br:1][C:2]1[CH:3]=[C:4]([S:15]([NH2:18])(=[O:17])=[O:16])[C:5]2[O:10][S:9](=[O:12])(=[O:11])[C:8]([CH3:13])=[CH:7][C:6]=2[CH:14]=1.N12CCCN=C1CCCCC2.[CH3:30][O:31][C:32]1[N:37]=[C:36]([CH3:38])[N:35]=[C:34]([N:39](C2C=CC=CC=2)[C:40](=O)[O-:41])[N:33]=1>O1CCOCC1>[Br:1][C:2]1[CH:3]=[C:4]([S:15]([NH:18][C:40]([NH:39][C:34]2[N:33]=[C:32]([O:31][CH3:30])[N:37]=[C:36]([CH3:38])[N:35]=2)=[O:41])(=[O:16])=[O:17])[C:5]2[O:10][S:9](=[O:11])(=[O:12])[C:8]([CH3:13])=[CH:7][C:6]=2[CH:14]=1. Procedure: A reaction mixture of 3.54 g of 6-bromo-2,2-dioxo-3-methyl-1,2-benzoxathiin-8-ylsulfonamide, 1.61 ml of 1,8-diazabicyclo[5.4.0]undec-7-ene, 2.73 g of N-(4-methoxy-6-methyl-1,3,5-triazin-2-yl)phenylcarbamate and 35 ml of absolute dioxan is stirred for 11/2 hours at room temperature. The solvent is evaporated and the oily residue is triturated with 10 ml of 1N hydrochloric acid and 5 ml of water. The precipitate is isolated by filtration, washed with ether and dried, affording 4.84 g of N-(6-bromo... Reactants: Compound 11, FC=1C=C(CBr)C=CC1 (3-fluorobenzyl bromide), COP(OC)OC (trimethylphosphite). Yields the product FC=1C=C(CP(OC)(OC)=O)C=CC1 (3-Fluorobenzylphosphonic acid, dimethyl ester). RXN SMILES: [F:1][C:2]1[CH:3]=[C:4]([CH:7]=[CH:8][CH:9]=1)[CH2:5]Br.[CH3:10][O:11][P:12]([O:15]C)[O:13][CH3:14]>>[F:1][C:2]1[CH:3]=[C:4]([CH:7]=[CH:8][CH:9]=1)[CH2:5][P:12](=[O:15])([O:13][CH3:14])[O:11][CH3:10]. Procedure details: Following the procedure of Compound 11, 3-fluorobenzyl bromide is reacted with trimethylphosphite. The solvent is C(C)O (ethanol). The product is C1(=CC=CC=C1)C1=NN2C(C3=CC=CC=C3CC2=O)=C1 (2-phenyl-5,6-dihydropyrazolo-[5,1-a]isoquinolin-5-one). RXN SMILES: O=[C:2]([C:12]1[CH:17]=[CH:16][CH:15]=[CH:14][C:13]=1[CH2:18][C:19]([OH:21])=O)[CH2:3][C:4](=O)[C:5]1[CH:10]=[CH:9][CH:8]=[CH:7][CH:6]=1.O.[NH2:23][NH2:24]>C(O)C>[C:5]1([C:4]2[CH:3]=[C:2]3[C:12]4[C:13]([CH2:18][C:19](=[O:21])[N:24]3[N:23]=2)=[CH:14][CH:15]=[CH:16][CH:17]=4)[CH:10]=[CH:9][CH:8]=[CH:7][CH:6]=1 |f:1.2|. Starting materials: O=C(CC(C1=CC=CC=C1)=O)C1=C(C=CC=C1)CC(=O)O (2-(1,3-dioxo-3-phenylpropyl) phenylacetic acid), O.NN (hydrazine hydrate). Yield: 81.5%. Procedure details: To ethanol (10 ml), there were added 2-(1,3-dioxo-3-phenylpropyl) phenylacetic acid (1.42 g) and hydrazine hydrate (0.25 g), followed by heating under reflux for 2 hours. Thereafter, the reaction mixture was cooled to give 2-phenyl-5,6-dihydropyrazolo-[5,1-a]isoquinolin-5-one (1.06 g). Mp. 181°-183° C.